This data is from the Open Reaction Database (ORD), a public repository of structured organic reaction records. The task is: describe an organic reaction: reactants, conditions, products, and yield Reactants: ClC1=C(C=O)C=CC(=C1)Cl (2,4-dichlorobenzaldehyde), C(C1=CC=CC=C1)C=1OCC(N1)(C)C (2-benzyl-4,4-dimethyl-2-oxazoline), S([O-])(O)(=O)=O.[Na+] (sodium bisulphate), CN1C(CCC1)=O (1-methylpyrrolidin-2-one). Solvent: C=1(C(=CC=CC1)C)C (xylene), O (water). Yields the product ClC1=CC=C2C=C(C(NC2=C1)=O)C1=CC=CC=C1 (7-Chloro-1,2-dihydro-2-oxo-3-phenylquinoline). As a reaction SMILES: Cl[C:2]1[CH:9]=[C:8]([Cl:10])[CH:7]=[CH:6][C:3]=1[CH:4]=O.[CH2:11]([C:18]1[O:19]CC(C)(C)[N:22]=1)[C:12]1[CH:17]=[CH:16][CH:15]=[CH:14][CH:13]=1.S(=O)(=O)(O)[O-].[Na+].CN1CCCC1=O>O.C1(C)C(C)=CC=CC=1>[Cl:10][C:8]1[CH:9]=[C:2]2[C:3]([CH:4]=[C:11]([C:12]3[CH:17]=[CH:16][CH:15]=[CH:14][CH:13]=3)[C:18](=[O:19])[NH:22]2)=[CH:6][CH:7]=1 |f:2.3|. Reported procedure: 17.5 g of 2,4-dichlorobenzaldehyde, 18.9 g of 2-benzyl-4,4-dimethyl-2-oxazoline, 1 g of sodium bisulphate, 50 ml of 1-methylpyrrolidin-2-one and 30 ml of xylene are heated at a bath temperature of 170° C., using a water separator, until 2 ml of water have been separated off. 20 ml of solvent are then distilled off at a bath temperature of 220° C., the mixture is stirred under reflux at this temperature for a further 15 minutes and, after cooling, 300 ml of water are added. The precipitate which ... Reactants: C1CCOC1, CCOC(C)=O, CN([SiH](C)C)[Si](C)(C)C, [Li], COc1cccc(CC(=O)c2ccccc2)c1. The product is CCOC(=O)CC(O)(Cc1cccc(OC)c1)c1ccccc1. RXN SMILES: [CH2:34]1[O:35][CH2:36][CH2:37][CH2:38]1.[CH3:11][CH2:12][O:13][C:14]([CH3:15])=[O:16].[CH3:1][SiH:2]([CH3:3])[N:4]([CH3:5])[Si:6]([CH3:7])([CH3:8])[CH3:9].[Li:10].[c:17]1([C:23](=[O:24])[CH2:25][c:26]2[cH:27][c:28]([O:32][CH3:33])[cH:29][cH:30][cH:31]2)[cH:18][cH:19][cH:20][cH:21][cH:22]1>>[CH3:11][CH2:12][O:13][C:14]([CH2:15][C:23]([c:17]1[cH:18][cH:19][cH:20][cH:21][cH:22]1)([OH:24])[CH2:25][c:26]1[cH:27][c:28]([O:32][CH3:33])[cH:29][cH:30][cH:31]1)=[O:16]. Reactants: BrC1=NN(C(=C1)C(=O)O)C1=NC=CC=C1Cl (3-bromo-1-(3-chloro-2-pyridinyl)-1H-pyrazole-5-carboxylic acid), C(#N)C1=CC2=C(NC(OC2=O)=O)C(=C1)C (6-cyano-8-methyl-1H-benzo[d][1,3]oxazine-2,4-dione), N1=CC(=CC=C1)C (3-picoline), CS(=O)(=O)Cl (methanesulfonyl chloride). Run in C(C)#N (acetonitrile), O (water). Run at temperature -5 celsius, time 15 minute. Product: BrC1=NN(C(=C1)C1=NC2=C(C(O1)=O)C=C(C=C2C)C#N)C2=NC=CC=C2Cl (2-[3-bromo-1-(3-chloro-2-pyridinyl)-1H-pyrazol-5-yl]-6-cyano-8-methyl-4H-3,1-benzoxazin-4-one). The yield is 82.0%. RXN SMILES: [Br:1][C:2]1[CH:6]=[C:5]([C:7]([OH:9])=O)[N:4]([C:10]2[C:15]([Cl:16])=[CH:14][CH:13]=[CH:12][N:11]=2)[N:3]=1.[C:17]([C:19]1[CH:30]=[C:29]([CH3:31])[C:22]2[NH:23]C(=O)[O:25][C:26](=O)[C:21]=2[CH:20]=1)#[N:18].N1C=CC=C(C)C=1.CS(Cl)(=O)=O>C(#N)C.O>[Br:1][C:2]1[CH:6]=[C:5]([C:7]2[O:9][C:26](=[O:25])[C:21]3[CH:20]=[C:19]([C:17]#[N:18])[CH:30]=[C:29]([CH3:31])[C:22]=3[N:23]=2)[N:4]([C:10]2[C:15]([Cl:16])=[CH:14][CH:13]=[CH:12][N:11]=2)[N:3]=1. Reported procedure: A mixture of 3-bromo-1-(3-chloro-2-pyridinyl)-1H-pyrazole-5-carboxylic acid (97.9% purity, 3.09 g, 10.0 mmol), 6-cyano-8-methyl-1H-benzo[d][1,3]oxazine-2,4-dione (96.3% purity, 2.10 g, 10.0 mmol) and 3-picoline (3.30 mL, 3.16 g, 34 mmol) in acetonitrlle (65 mL) was cooled to about −5° C. Then methanesulfonyl chloride (1.0 mL, 1.5 g, 13 mmol) in acetonitrile (3 mL) was added dropwise at −5 to 0° C. After 15 minutes at −5 to 0° C., the reaction mixture was heated to 50° C. for 4 hours. The reactio... The reactants are O=C1CCc2ccccc2C1, C1CCOC1, CCCCCCCCCCCCC, Cc1ccccc1, Cl[Mg]c1ccccc1, Cl. The product is C1=C(c2ccccc2)CCc2ccccc21. As a reaction SMILES: [CH2:1]1[C:2](=[O:11])[CH2:3][CH2:4][c:5]2[cH:6][cH:7][cH:8][cH:9][c:10]21.[CH2:34]1[O:35][CH2:36][CH2:37][CH2:38]1.[CH3:20][CH2:21][CH2:22][CH2:23][CH2:24][CH2:25][CH2:26][CH2:27][CH2:28][CH2:29][CH2:30][CH2:31][CH3:32].[CH3:39][c:40]1[cH:41][cH:42][cH:43][cH:44][cH:45]1.[Cl:12][Mg:13][c:14]1[cH:15][cH:16][cH:17][cH:18][cH:19]1.[ClH:33]>>[CH:1]1=[C:2]([c:14]2[cH:15][cH:16][cH:17][cH:18][cH:19]2)[CH2:3][CH2:4][c:5]2[cH:6][cH:7][cH:8][cH:9][c:10]21. Reactants: COC(=O)Cl, CCN(C(C)C)C(C)C, ClCCl, Cl, COC(=O)C1CCNC(c2ccc(C(F)(F)F)cc2F)C1. The product is COC(=O)C1CCN(C(=O)OC)C(c2ccc(C(F)(F)F)cc2F)C1. RXN SMILES: [C:32]([O:33][CH3:34])(=[O:35])[Cl:36].[CH:23]([N:24]([CH2:25][CH3:26])[CH:27]([CH3:28])[CH3:29])([CH3:30])[CH3:31].[Cl:37][CH2:38][Cl:39].[ClH:1].[F:2][c:3]1[c:4]([CH:13]2[NH:14][CH2:15][CH2:16][CH:17]([C:19](=[O:20])[O:21][CH3:22])[CH2:18]2)[cH:5][cH:6][c:7]([C:9]([F:10])([F:11])[F:12])[cH:8]1>>[F:2][c:3]1[c:4]([CH:13]2[N:14]([C:32]([O:33][CH3:34])=[O:35])[CH2:15][CH2:16][CH:17]([C:19](=[O:20])[O:21][CH3:22])[CH2:18]2)[cH:5][cH:6][c:7]([C:9]([F:10])([F:11])[F:12])[cH:8]1.